This data is from the Open Reaction Database (ORD), a public repository of structured organic reaction records. The task is: describe an organic reaction: reactants, conditions, products, and yield The reactants are ClC1=C(C(=NC(=N1)C)N(C1=C(C=C(C=C1C)C)C)C)C ((6-chloro-2,5-dimethyl-pyrimidin-4-yl)-methyl-(2,4,6-trimethylphenyl)-amine), C(CCC)NCC (N-butyl-ethylamine). The solvent is CS(=O)C (DMSO). Run at temperature 160 celsius. Yields the product C(CCC)N(C1=NC(=NC(=C1C)N(C1=C(C=C(C=C1C)C)C)C)C)CC (N-Butyl-N-ethyl-2,5,N′-trimethyl-N′-(2,4,6-trimethylphenyl)-pyrimidine-4,6-diamine). RXN SMILES: Cl[C:2]1[N:7]=[C:6]([CH3:8])[N:5]=[C:4]([N:9]([CH3:19])[C:10]2[C:15]([CH3:16])=[CH:14][C:13]([CH3:17])=[CH:12][C:11]=2[CH3:18])[C:3]=1[CH3:20].[CH2:21]([NH:25][CH2:26][CH3:27])[CH2:22][CH2:23][CH3:24]>CS(C)=O>[CH2:21]([N:25]([CH2:26][CH3:27])[C:2]1[C:3]([CH3:20])=[C:4]([N:9]([CH3:19])[C:10]2[C:15]([CH3:16])=[CH:14][C:13]([CH3:17])=[CH:12][C:11]=2[CH3:18])[N:5]=[C:6]([CH3:8])[N:7]=1)[CH2:22][CH2:23][CH3:24]. Reported procedure: A mixture of (6-chloro-2,5-dimethyl-pyrimidin-4-yl)-methyl-(2,4,6-trimethylphenyl)-amine (200 mg) and N-butyl-ethylamine (0.3 ml) in 1 ml of DMSO was heated in oil bath of 160° C. for 15 hours. The mixture was quenched with water and extracted with ethyl acetate. The organic layer was separated, dried and concentrated to give the crude material. After silica gel column purification using chloroform as eluent, the title compound was obtained as an oil. 1H NMR (CDCl3) δ 6.83 (s, 2H), 3.22 (s, 3H),... Reactants: FC1=C(C(=O)N=C=O)C(=CC=C1)F (2,6-difluorobenzoylisocyanate), C[Si](C1=CC=C(N)C=C1)(C)C (4-trimethylsilylaniline), C1CN2CCN1CC2 (Dabco). Run in C1(=CC=CC=C1)C (toluene), C1(=CC=CC=C1)C (toluene). Run at temperature 60 celsius, time 3 hour. Yields the product C[Si](C1=CC=C(C=C1)NC(=O)NC(C1=C(C=CC=C1F)F)=O)(C)C (1-(4-trimethylsilylphenyl)-3-(2,6-difluorobenzoyl)-urea). Reaction SMILES: [F:1][C:2]1[CH:12]=[CH:11][CH:10]=[C:9]([F:13])[C:3]=1[C:4]([N:6]=[C:7]=[O:8])=[O:5].[CH3:14][Si:15]([CH3:24])([CH3:23])[C:16]1[CH:22]=[CH:21][C:19]([NH2:20])=[CH:18][CH:17]=1.C1N2CCN(CC2)C1>C1(C)C=CC=CC=1>[CH3:14][Si:15]([CH3:24])([CH3:23])[C:16]1[CH:22]=[CH:21][C:19]([NH:20][C:7]([NH:6][C:4](=[O:5])[C:3]2[C:2]([F:1])=[CH:12][CH:11]=[CH:10][C:9]=2[F:13])=[O:8])=[CH:18][CH:17]=1. Reported procedure: A solution of 6.0 g of 2,6-difluorobenzoylisocyanate in 20 ml of toluene was added dropwise at room temperature to a mixture of 5.4 g of 4-trimethylsilylaniline, 50 ml of toluene and 100 mg of Dabco®. The reaction mixture obtained was subsequently stirred at 60° C. for 3 hours. The reaction mixture was concentrated by evaporation, and the residue was recrystallised from acetone to obtain 1-(4-trimethylsilylphenyl)-3-(2,6-difluorobenzoyl)-urea of the formula ##STR8## as a white powder having a me... Starting materials: FC(C1=CC=C(C=C1)NC(=O)N1N=C2C3=C(CCC2C1)C=CC=C3)(F)F (3,3a,4,5-Tetrahydro-N-[4-(trifluoromethyl)phenyl]-2H-benz[g]indazole-2-carboxamide), C(C)(C)NC(C)C (diisopropylamine), C(CCC)[Li] (n-butyl lithium), ClC(=O)OC (methyl chloroformate). Run in C1CCOC1 (THF), C1CCOC1 (THF), CCCCCC (hexane). Run at temperature 0 celsius, time 5 minute. Yields the product COC(=O)C12CN(N=C2C2=C(CC1)C=CC=C2)C(=O)NC2=CC=C(C=C2)C(F)(F)F (3,3a, 4,5-tetrahydro-3a-methoxycarbonyl-N-[4'-(trifluoromethyl)phenyl]-2H-benz[g]indazole-2-carboxamide). RXN SMILES: C(NC(C)C)(C)C.C([Li])CCC.[F:13][C:14]([F:38])([F:37])[C:15]1[CH:20]=[CH:19][C:18]([NH:21][C:22]([N:24]2[CH2:32][CH:31]3[C:26]([C:27]4[CH:36]=[CH:35][CH:34]=[CH:33][C:28]=4[CH2:29][CH2:30]3)=[N:25]2)=[O:23])=[CH:17][CH:16]=1.Cl[C:40]([O:42][CH3:43])=[O:41]>C1COCC1.CCCCCC>[CH3:43][O:42][C:40]([C:31]12[CH2:30][CH2:29][C:28]3[CH:33]=[CH:34][CH:35]=[CH:36][C:27]=3[C:26]1=[N:25][N:24]([C:22]([NH:21][C:18]1[CH:17]=[CH:16][C:15]([C:14]([F:13])([F:37])[F:38])=[CH:20][CH:19]=1)=[O:23])[CH2:32]2)=[O:41]. Reported procedure: To a solution of 0.9 ml of diisopropylamine in 10 ml of THF, at -78° C., was added 2.3 ml of 2.5M n-butyl lithium in hexane and the mixture was stirred for 5 mins. To this solution was added a solution of 1.0 g of the title compound of Step A in 5 ml of THF. The reaction was warmed to 0° C., recooled to -78° C. and then 0.75 ml of methyl chloroformate was added. The reaction mixture was then stirred for 24 h, with gradual warming to room temperature, quenched with 0.5 ml of glacial acetic acid, ... Starting materials: CC1=NC=C2C(=N1)NN=C2 (6-methyl-1H-pyrazolo[3,4-d]pyrimidine), IN1C(CCC1=O)=O (N-iodosuccinimide). Run in CN(C)C=O (DMF). Reaction conditions: temperature 80 celsius. Yields the product IC1=NNC2=NC(=NC=C21)C (3-Iodo-6-methyl-1H-pyrazolo[3,4-d]pyrimidine). Reaction SMILES: [CH3:1][C:2]1[N:7]=[C:6]2[NH:8][N:9]=[CH:10][C:5]2=[CH:4][N:3]=1.[I:11]N1C(=O)CCC1=O>CN(C=O)C>[I:11][C:10]1[C:5]2[C:6](=[N:7][C:2]([CH3:1])=[N:3][CH:4]=2)[NH:8][N:9]=1. Procedure details: 2.180 g (purity 73%, approx. 11.82 mmol) of 6-methyl-1H-pyrazolo[3,4-d]pyrimidine and 3.987 g (17.72 mmol) of N-iodosuccinimide were dissolved in 30 ml DMF and heated for 2 h at 80° C. After cooling, the mixture was concentrated in the rotary evaporator and the residue was mixed with dichloromethane, filtered with suction and dried under high vacuum. 7.950 g (approx. 38% purity) of the target compound was obtained.